This data is from the Open Reaction Database (ORD), a public repository of structured organic reaction records. The task is: describe an organic reaction: reactants, conditions, products, and yield Starting materials: IC1=CN(C2=CC=C(C=C12)C1=NN=C(S1)NCC1=CC=C(C=C1)OC)S(=O)(=O)C1=CC=C(C)C=C1 (5-(3-iodo-1-tosyl-1H-indol-5-yl)-N-(4-methoxybenzyl)-1,3,4-thiadiazol-2-amine), C(=O)(C(F)(F)F)O (TFA). Product: IC1=CN(C2=CC=C(C=C12)C1=NN=C(S1)N)S(=O)(=O)C1=CC=C(C)C=C1 (5-(3-iodo-1-tosyl-1H-indol-5-yl)-1,3,4-thiadiazol-2-amine). As a reaction SMILES: [I:1][C:2]1[C:10]2[C:5](=[CH:6][CH:7]=[C:8]([C:11]3[S:15][C:14]([NH:16]CC4C=CC(OC)=CC=4)=[N:13][N:12]=3)[CH:9]=2)[N:4]([S:26]([C:29]2[CH:35]=[CH:34][C:32]([CH3:33])=[CH:31][CH:30]=2)(=[O:28])=[O:27])[CH:3]=1.C(O)(C(F)(F)F)=O>>[I:1][C:2]1[C:10]2[C:5](=[CH:6][CH:7]=[C:8]([C:11]3[S:15][C:14]([NH2:16])=[N:13][N:12]=3)[CH:9]=2)[N:4]([S:26]([C:29]2[CH:35]=[CH:34][C:32]([CH3:33])=[CH:31][CH:30]=2)(=[O:27])=[O:28])[CH:3]=1. Procedure details: A solution of 5-(3-iodo-1-tosyl-1H-indol-5-yl)-N-(4-methoxybenzyl)-1,3,4-thiadiazol-2-amine (0.50 g, 0.811 mmol) and TFA (2.0 mL, 26.9 mmol) was heated in a microwave at 100° C. for 8 min. The solvent was removed in vacuo and the residue was dissolved in DCM and washed with sat. NaHCO3. The organic layer was dried, filtered and concentrated to give the crude material. MS (ESI, pos. ion) m/z: 497 (M+1). The reactants are COC(CN1N=CC(=C1)NC(=O)C=1N=COC1C=1C=C(C=CC1)C)OC (N-(1-(2,2-dimethoxyethyl)-1H-pyrazol-4-yl)-5-(m-tolyl)oxazole-4-carboxamide), Cl (HCl), C(=O)(O)[O-].[Na+] (NaHCO3). Solvent: C1CCOC1 (THF). Conditions: temperature 80 celsius. Yields the product O=CCN1N=CC(=C1)NC(=O)C=1N=COC1C=1C=C(C=CC1)C (N-(1-(2-oxoethyl)-1H-pyrazol-4-yl)-5-(m-tolyl)oxazole-4-carboxamide). Reaction SMILES: C[O:2][CH:3](OC)[CH2:4][N:5]1[CH:9]=[C:8]([NH:10][C:11]([C:13]2[N:14]=[CH:15][O:16][C:17]=2[C:18]2[CH:19]=[C:20]([CH3:24])[CH:21]=[CH:22][CH:23]=2)=[O:12])[CH:7]=[N:6]1.Cl.C([O-])(O)=O.[Na+]>C1COCC1>[O:2]=[CH:3][CH2:4][N:5]1[CH:9]=[C:8]([NH:10][C:11]([C:13]2[N:14]=[CH:15][O:16][C:17]=2[C:18]2[CH:19]=[C:20]([CH3:24])[CH:21]=[CH:22][CH:23]=2)=[O:12])[CH:7]=[N:6]1 |f:2.3|. Procedure: To N-(1-(2,2-dimethoxyethyl)-1H-pyrazol-4-yl)-5-(m-tolyl)oxazole-4-carboxamide (800 mg, 2.25 mmol) in THF (11.5 mL), 2 N aq. HCl-solution (10.3 mL, 20.60 mmol) was added dropwise and the resulting solution was refluxed (80° C.) for 1.5 h. The reaction mixture was allowed to reach rt, then neutralized with sat. aq. NaHCO3-solution and the org. solvent was removed under reduced pressure. The remaining aq. layer was extracted with EtOAc (2×) and the combined org. layer were washed with brine, dried... The reactants are COc1cc2c(Oc3ccc4[nH]c(C)cc4c3F)ncnc2cc1OCc1ccccc1, CC#N, CCOC(C)=O, O=C[O-], [NH4+], CN(C)C=O. The product is COc1cc2c(Oc3ccc4[nH]c(C)cc4c3F)ncnc2cc1O. As a reaction SMILES: [CH2:1]([c:2]1[cH:3][cH:4][cH:5][cH:6][cH:7]1)[O:8][c:9]1[c:10]([O:31][CH3:32])[cH:11][c:12]2[c:13]([O:19][c:20]3[c:21]([F:30])[c:22]4[cH:23][c:24]([CH3:29])[nH:25][c:26]4[cH:27][cH:28]3)[n:14][cH:15][n:16][c:17]2[cH:18]1.[CH3:37][C:38]#[N:39].[CH3:45][CH2:46][O:47][C:48](=[O:49])[CH3:50].[CH:33]([O-:34])=[O:35].[NH4+:36].[O:40]=[CH:41][N:42]([CH3:43])[CH3:44]>>[OH:8][c:9]1[c:10]([O:31][CH3:32])[cH:11][c:12]2[c:13]([O:19][c:20]3[c:21]([F:30])[c:22]4[cH:23][c:24]([CH3:29])[nH:25][c:26]4[cH:27][cH:28]3)[n:14][cH:15][n:16][c:17]2[cH:18]1. The reactants are ClC=1C(=NNC1C1=CC=CC=C1)C(F)(F)F (4-Chloro-5-phenyl-3-trifluoromethyl-1H-pyrazole), CN(C)C=O (DMF), C(=O)([O-])[O-].[K+].[K+] (K2CO3), ClCC(=O)N1CCN(CC1)C1=CC(=C(C=C1)Br)OC (2-Chloro-1-[4-(4-bromo-3-methoxy-phenyl)-piperazin-1-yl]-ethanone). Solvent: CCCCCC.C(C)(=O)OCC (hexane ethyl acetate). Yields the product BrC1=C(C=C(C=C1)N1CCN(CC1)C(CN1N=C(C(=C1C1=CC=CC=C1)Cl)C(F)(F)F)=O)OC (1-[4-(4-Bromo-3-methoxyphenyl)-piperazin-1-yl]-2-(4-chloro-5-phenyl-3-trifluoromethyl-pyrazol-1-yl)-ethanone). Reaction SMILES: [Cl:1][C:2]1[C:3]([C:13]([F:16])([F:15])[F:14])=[N:4][NH:5][C:6]=1[C:7]1[CH:12]=[CH:11][CH:10]=[CH:9][CH:8]=1.C([O-])([O-])=O.[K+].[K+].Cl[CH2:24][C:25]([N:27]1[CH2:32][CH2:31][N:30]([C:33]2[CH:38]=[CH:37][C:36]([Br:39])=[C:35]([O:40][CH3:41])[CH:34]=2)[CH2:29][CH2:28]1)=[O:26].CN(C=O)C>CCCCCC.C(OCC)(=O)C>[Br:39][C:36]1[CH:37]=[CH:38][C:33]([N:30]2[CH2:31][CH2:32][N:27]([C:25](=[O:26])[CH2:24][N:5]3[C:6]([C:7]4[CH:12]=[CH:11][CH:10]=[CH:9][CH:8]=4)=[C:2]([Cl:1])[C:3]([C:13]([F:14])([F:16])[F:15])=[N:4]3)[CH2:28][CH2:29]2)=[CH:34][C:35]=1[O:40][CH3:41] |f:1.2.3,6.7|. Reported procedure: Protocol T was followed using 4-Chloro-5-phenyl-3-trifluoromethyl-1H-pyrazole, K2CO3, 2-Chloro-1-[4-(4-bromo-3-methoxy-phenyl)-piperazin-1-yl]-ethanone and DMF. Column chromatography using a solvent mixture (hexane/ethyl acetate=2/3: Rf=0.58) afforded the title compound as a white solid. 1H NMR (400 MHz, CDCl3): 7.81-7.86 (m, 1H), 7.36-7.44 (m, 4H), 6.42-6.48 (d, 1H), 6.34-6.38 (dd, 2H), 5.2 (s, 2H), 3.88 (s, 3H), 3.62-3.82 (m, 4H), 3.12-3.22 (m, 4H). Starting materials: ClC1=C(C=C(C=C1)OCCN1CCCCC1)NC(\C(=C\C1=CC=CC=C1)\C)=O ((E)-N-(2-chloro-5-(2-(piperidin-1-yl)ethoxy)phenyl)-2-methyl-3-phenylacrylamide), [Cl-].[Cl-].[Cl-].[Al+3] (aluminium trichloride). Procedure: (E)-N-(2-chloro-5-(2-(piperidin-1-yl)ethoxy)phenyl)-2-methyl-3-phenylacrylamide (100 mg, 0.2 mmol, 1 eq.) was placed in chlorobenzene (500 μL), in the presence of aluminium trichloride (201 mg, 1.5 mmol, 6 eq.). The reaction mixture was heated at 125° C. and stirred for 2 hours. After cooling down to room temperature, it was diluted with a water and ice mixture and extracted with ethyl acetate. The organic phase was dried over MgSO4, filtered and concentrated under reduced pressure. The resultin... RXN SMILES: [Cl:1][C:2]1[CH:7]=[CH:6][C:5]([O:8][CH2:9][CH2:10][N:11]2[CH2:16][CH2:15][CH2:14][CH2:13][CH2:12]2)=[CH:4][C:3]=1[NH:17][C:18](=[O:28])/[C:19](/[CH3:27])=[CH:20]/C1C=CC=CC=1.[Cl-].[Cl-].[Cl-].[Al+3]>ClC1C=CC=CC=1.O>[Cl:1][C:2]1[CH:7]=[CH:6][C:5]([O:8][CH2:9][CH2:10][N:11]2[CH2:12][CH2:13][CH2:14][CH2:15][CH2:16]2)=[C:4]2[C:3]=1[NH:17][C:18](=[O:28])[C:19]([CH3:20])=[CH:27]2 |f:1.2.3.4|. The solvent is O (water), ClC1=CC=CC=C1 (chlorobenzene). Conditions: temperature 125 celsius, time 2 hour. Product: ClC=1C=CC(=C2C=C(C(NC12)=O)C)OCCN1CCCCC1 (8-chloro-3-methyl-5-(2-(piperidin-1-yl)ethoxy)quinolin-2(1H)-one). Isolated yield 39.0%.